Dataset: the Open Reaction Database (ORD), a public repository of structured organic reaction records. Task: describe an organic reaction: reactants, conditions, products, and yield Starting materials: C=CCOC(C(=O)OCC)C(O)C=C, CC(=O)OC(C)=O, CN(C)c1ccncc1, ClCCl. RXN SMILES: [CH2:1]([CH3:2])[O:3][C:4]([CH:5]([CH:6]([CH:7]=[CH2:8])[OH:9])[O:10][CH2:11][CH:12]=[CH2:13])=[O:14].[CH3:15][C:16](=[O:17])[O:18][C:19]([CH3:20])=[O:21].[CH3:22][N:23]([c:24]1[cH:25][cH:26][n:27][cH:28][cH:29]1)[CH3:30].[Cl:31][CH2:32][Cl:33]>>[CH2:1]([CH3:2])[O:3][C:4]([CH:5]([CH:6]([CH:7]=[CH2:8])[O:9][C:16]([CH3:15])=[O:17])[O:10][CH2:11][CH:12]=[CH2:13])=[O:14]. The product is C=CCOC(C(=O)OCC)C(C=C)OC(C)=O. Starting materials: ClC=1C=C(C(=NC1)F)C1=NC(=NC(=N1)C)N (4-(5-chloro-2-fluoropyridin-3-yl)-6-methyl-1,3,5-triazin-2-amine), NC=1C=C(C(=NC1)C)NS(=O)(=O)C (N-(5-amino-2-methylpyridin-3-yl)methanesulfonamide), C[Si](C)(C)[N-][Si](C)(C)C.[Na+] (Sodium bis(trimethylsilyl)amide), C1CCOC1 (THF). The solvent is CN(C)C=O (DMF). Conditions: temperature 0 celsius, time 10 minute. The product is NC1=NC(=NC(=N1)C)C=1C(=NC=C(C1)Cl)NC=1C=C(C(=NC1)C)NS(=O)(=O)C (N-(5-(3-(4-Amino-6-Methyl-1,3,5-Triazin-2-yl)-5-Chloropyridin-2-Ylamino)-2-Methylpyridin-3-yl)Methanesulfonamide). The yield is 113.7%. Reaction SMILES: [Cl:1][C:2]1[CH:3]=[C:4]([C:9]2[N:14]=[C:13]([CH3:15])[N:12]=[C:11]([NH2:16])[N:10]=2)[C:5](F)=[N:6][CH:7]=1.[NH2:17][C:18]1[CH:19]=[C:20]([NH:25][S:26]([CH3:29])(=[O:28])=[O:27])[C:21]([CH3:24])=[N:22][CH:23]=1.C[Si]([N-][Si](C)(C)C)(C)C.[Na+].C1COCC1>CN(C=O)C>[NH2:16][C:11]1[N:12]=[C:13]([CH3:15])[N:14]=[C:9]([C:4]2[C:5]([NH:17][C:18]3[CH:19]=[C:20]([NH:25][S:26]([CH3:29])(=[O:28])=[O:27])[C:21]([CH3:24])=[N:22][CH:23]=3)=[N:6][CH:7]=[C:2]([Cl:1])[CH:3]=2)[N:10]=1 |f:2.3|. Reported procedure: To a 15 mL round-bottom flask was added 4-(5-chloro-2-fluoropyridin-3-yl)-6-methyl-1,3,5-triazin-2-amine (0.050 g, 0.209 mmol), N-(5-amino-2-methylpyridin-3-yl)methanesulfonamide (0.046 g, 0.230 mmol), and DMF (2.0 mL). The mixture was cooled to 0° C. under N2. Sodium bis(trimethylsilyl)amide, 1.0 m in THF (0.169 mL, 0.835 mmol) was then added to the solution in one portion. The now burgundy color mixture was stirred at 0° C. for 10 min then warmed up to rt and stirred for 1 h. The reaction mixt... Reactants: NC1=NNC=C1C (3-amino-4-methylpyrazole), CN(C=CC(=O)C=1C=NC=CC1)C (3-dimethylamino-1-(3-pyridyl)-2-propen-1-one). Solvent: C(C)(=O)O (acetic acid). Product: CC=1C=NN2C1N=CC=C2C=2C=NC=CC2 (3-Methyl-7-(3-pyridyl)pyrazolo[1,5-a]pyrimidine). Reaction SMILES: [NH2:1][C:2]1[C:6]([CH3:7])=[CH:5][NH:4][N:3]=1.CN(C)[CH:10]=[CH:11][C:12]([C:14]1[CH:15]=[N:16][CH:17]=[CH:18][CH:19]=1)=O>C(O)(=O)C>[CH3:7][C:6]1[CH:5]=[N:4][N:3]2[C:12]([C:14]3[CH:15]=[N:16][CH:17]=[CH:18][CH:19]=3)=[CH:11][CH:10]=[N:1][C:2]=12. Procedure details: As for Example 2, 3-amino-4-methylpyrazole is heated at reflux temperature for 6 hours with 3-dimethylamino-1-(3-pyridyl)-2-propen-1-one in glacial acetic acid to give the product of the example. Starting materials: resultant mixture, C(C)(C)(C)OC(=O)N1CCC(CC1)CCN (4-(2-Aminoethyl)-piperidine-1-carboxylic acid tert-butyl ester), C1(CC1)NC(=O)C1=CC=CC=2SC(=CC21)C2=NC(=NC=C2C)Cl (2-(2-chloro-5-methylpyrimidin-4-yl)-benzo[b]thiophene-4-carboxylic acid cyclopropylamide), C(C)(C)N(CC)C(C)C (diisopropylethylamine). Solvent: O1CCOCC1 (1,4-dioxane). Yields the product C(C)(C)(C)OC(=O)N1CCC(CC1)CCNC1=NC=C(C(=N1)C1=CC2=C(S1)C=CC=C2C(NC2CC2)=O)C (4-{2-[4-(4-cyclopropylcarbamoyl-benzo[b]thiophen-2-yl)-5-methyl-pyrimidin-2-ylamino]-ethyl}-piperidine-1-carboxylic acid tert-butyl ester). Reaction SMILES: [C:1]([O:5][C:6]([N:8]1[CH2:13][CH2:12][CH:11]([CH2:14][CH2:15][NH2:16])[CH2:10][CH2:9]1)=[O:7])([CH3:4])([CH3:3])[CH3:2].[CH:17]1([NH:20][C:21]([C:23]2[C:31]3[CH:30]=[C:29]([C:32]4[C:37]([CH3:38])=[CH:36][N:35]=[C:34](Cl)[N:33]=4)[S:28][C:27]=3[CH:26]=[CH:25][CH:24]=2)=[O:22])[CH2:19][CH2:18]1.C(N(C(C)C)CC)(C)C>O1CCOCC1>[C:1]([O:5][C:6]([N:8]1[CH2:13][CH2:12][CH:11]([CH2:14][CH2:15][NH:16][C:34]2[N:33]=[C:32]([C:29]3[S:28][C:27]4[CH:26]=[CH:25][CH:24]=[C:23]([C:21](=[O:22])[NH:20][CH:17]5[CH2:19][CH2:18]5)[C:31]=4[CH:30]=3)[C:37]([CH3:38])=[CH:36][N:35]=2)[CH2:10][CH2:9]1)=[O:7])([CH3:4])([CH3:3])[CH3:2]. Reported procedure: 4-(2-Aminoethyl)-piperidine-1-carboxylic acid tert-butyl ester (1.22 g, 5.35 mmol) is added to a stirred suspension of 2-(2-chloro-5-methylpyrimidin-4-yl)-benzo[b]thiophene-4-carboxylic acid cyclopropylamide (0.736 g, 2.14 mmol) and diisopropylethylamine (1.12 mL, 6.42 mmol) in anhydrous 1,4-dioxane (8 mL) at room temperature under nitrogen. The resultant mixture is heated in an oil bath at 97° C. for 48 hours. At room temperature the mixture is concentrated and chromatographed on silica gel, el... Starting materials: COC1=CC=C(C=N1)NC(C1=C(C=CC(=C1)CC=1C(C(=C(C(C1C)=O)OC)OC)=O)OC(C)=O)=O (N-(6-Methoxypyridin-3-yl)-5-(5,6-dimethoxy-3-methyl-1,4-benzoquinon-2-yl)methyl-2-acetoxybenzamide), C(O)([O-])=O.[Na+] (sodium hydrogencarbonate). Solvent: CO (methanol), O (water). The product is COC1=CC=C(C=N1)NC(C1=C(C=CC(=C1)CC=1C(C(=C(C(C1C)=O)OC)OC)=O)O)=O (N-(6-Methoxypyridin-3-yl)-5-(5,6-dimethoxy-3-methyl-1,4-benzoquinon-2-yl)methyl-2-hydroxybenzamide). Isolated yield 84.4%. As a reaction SMILES: [CH3:1][O:2][C:3]1[N:8]=[CH:7][C:6]([NH:9][C:10](=[O:35])[C:11]2[CH:16]=[C:15]([CH2:17][C:18]3[C:19](=[O:30])[C:20]([O:28][CH3:29])=[C:21]([O:26][CH3:27])[C:22](=[O:25])[C:23]=3[CH3:24])[CH:14]=[CH:13][C:12]=2[O:31]C(=O)C)=[CH:5][CH:4]=1.C(=O)([O-])O.[Na+]>CO.O>[CH3:1][O:2][C:3]1[N:8]=[CH:7][C:6]([NH:9][C:10](=[O:35])[C:11]2[CH:16]=[C:15]([CH2:17][C:18]3[C:19](=[O:30])[C:20]([O:28][CH3:29])=[C:21]([O:26][CH3:27])[C:22](=[O:25])[C:23]=3[CH3:24])[CH:14]=[CH:13][C:12]=2[OH:31])=[CH:5][CH:4]=1 |f:1.2|. Reported procedure: N-(6-Methoxypyridin-3-yl)-5-(5,6-dimethoxy-3-methyl-1,4-benzoquinon-2-yl)methyl-2-acetoxybenzamide (0.065 g, 0.135 mmol) was dissolved in methanol (3 ml) and after adding thereto an aqueous saturated sodium hydrogencarbonate solution (1.5 ml), the solution was stirred at room temperature for 3 hours. After the completion of reaction, the reaction solution was diluted with water and then extracted with ethyl acetate. The extract was washed with water and then dried, and the solvent was removed by... Starting materials: CC(CN1N=C(C=C1)[N+](=O)[O-])(C)O (2-methyl-1-(3-nitro-pyrazol-1-yl)-propan-2-ol), [H][H] (hydrogen). The reagents and catalysts are [Pd] (palladium on activated carbon). Run in C(C)O (ethanol). The product is NC1=NN(C=C1)CC(C)(O)C (l-(3-amino-pyrazol-1-yl)-2-methyl-propan-2-ol). The yield is 93.1%. As a reaction SMILES: [CH3:1][C:2]([OH:13])([CH3:12])[CH2:3][N:4]1[CH:8]=[CH:7][C:6]([N+:9]([O-])=O)=[N:5]1.[H][H]>[Pd].C(O)C>[NH2:9][C:6]1[CH:7]=[CH:8][N:4]([CH2:3][C:2]([CH3:12])([OH:13])[CH3:1])[N:5]=1. Reported procedure: In a Parr shaker bottle was placed 2-methyl-1-(3-nitro-pyrazol-1-yl)-propan-2-ol (prepared in example 74, 100 mg, 0.54 mmol), 10% palladium on activated carbon (10 mg) and ethanol (5 mL). The bottle was then placed on the Parr shaker at 50 psi of hydrogen pressure for 1 h. The reaction was then filtered through a pad of celite and washed with ethanol and concentration in vacuo afforded l-(3-amino-pyrazol-1-yl)-2-methyl-propan-2-ol (78 mg, 94%) and taken on to the next step without characterizati... Reactants: ( 23 ), ClC1=C(C=CC=C1Cl)C1CCNCC1 (4-(2,3-dichlorophenyl)piperidine), ( 67 ), C([O-])([O-])=O.[K+].[K+] (potassium carbonate), ICC (iodoethane), ( 9 ). The solvent is C(C)#N (acetonitrile). Yields the product ClC1=C(C=CC=C1Cl)C1(CCN(CC1)CC)O (4-(2,3-DICHLOROPHENYL)-1-ETHYLPIPERIDIN-4-OL). Reaction SMILES: [Cl:1][C:2]1[C:7]([Cl:8])=[CH:6][CH:5]=[CH:4][C:3]=1[CH:9]1[CH2:14][CH2:13][NH:12][CH2:11][CH2:10]1.C(=O)([O-])[O-:16].[K+].[K+].I[CH2:22][CH3:23]>C(#N)C>[Cl:1][C:2]1[C:7]([Cl:8])=[CH:6][CH:5]=[CH:4][C:3]=1[C:9]1([OH:16])[CH2:14][CH2:13][N:12]([CH2:22][CH3:23])[CH2:11][CH2:10]1 |f:1.2.3|. Reported procedure: Preparation according to Example 2: 4-(2,3-dichlorophenyl)piperidine (0.02 g, 0.081 mmol), acetonitrile (2 ml), potassium carbonate (0.02 g, 0.14 mmol), iodoethane (0.007 ml, 0.082 mmol). MS m/z (relative intensity, 70 eV) 275 (M+, 14), 274 (M+, bp), 260 (67), 258 (bp), 240 (23), 173 (9). The reactants are [Cl-].[NH3+]C=1C=C2NC(C(NC2=CC1Cl)=O)=O (6-ammonio-7-chloro-2,3(1H,4H)-quinoxalinedione chloride), C(CC)(=O)C1C(OC(C1)OC)OC (3-propionyl-2,5-dimethoxytetrahydrofuran). Product: C(CC)(=O)C1=CN(C=C1)C=1C=C2NC(C(NC2=CC1Cl)=O)=O (6-(3-Propionyl-1-pyrrolyl)-7-chloro-2,3(1H,4H)-quinoxalinedione). RXN SMILES: [Cl-].[NH3+:2][C:3]1[CH:4]=[C:5]2[C:10](=[CH:11][C:12]=1[Cl:13])[NH:9][C:8](=[O:14])[C:7](=[O:15])[NH:6]2.[C:16]([CH:20]1[CH2:24][CH:23](OC)O[CH:21]1OC)(=[O:19])[CH2:17][CH3:18]>>[C:16]([C:20]1[CH:24]=[CH:23][N:2]([C:3]2[CH:4]=[C:5]3[C:10](=[CH:11][C:12]=2[Cl:13])[NH:9][C:8](=[O:14])[C:7](=[O:15])[NH:6]3)[CH:21]=1)(=[O:19])[CH2:17][CH3:18] |f:0.1|. Procedure details: 14.2 mmol of 6-ammonio-7-chloro-2,3(1H,4H)-quinoxalinedione chloride were reacted with 14.2 mmol of 3-propionyl-2,5-dimethoxytetrahydrofuran by the method of Example 5d. The reactants are NC1=C(C(=NN1C1=C(C=C(C=C1Cl)C(F)(F)F)Cl)C#N)C#C (5-amino-3-cyano-1-(2,6-dichloro-4-trifluoromethylphenyl)-4-ethynylpyrazole), C1(=CC=C(C=C1)S(=O)(=O)O)C (p-toluenesulphonic acid), O (water), CCOCC (ether). Solvent: C(C)#N (acetonitrile). Reaction conditions: time 2 hour. Product: C(C)(=O)C=1C(=NN(C1N)C1=C(C=C(C=C1Cl)C(F)(F)F)Cl)C#N (4-Acetyl-5-amino-3-cyano-1-(2,6-dichloro-4-trifluoromethylphenyl)pyrazole). RXN SMILES: [NH2:1][C:2]1[N:6]([C:7]2[C:12]([Cl:13])=[CH:11][C:10]([C:14]([F:17])([F:16])[F:15])=[CH:9][C:8]=2[Cl:18])[N:5]=[C:4]([C:19]#[N:20])[C:3]=1[C:21]#[CH:22].C1(C)C=CC(S(O)(=O)=[O:30])=CC=1.O.CCOCC>C(#N)C>[C:21]([C:3]1[C:4]([C:19]#[N:20])=[N:5][N:6]([C:7]2[C:8]([Cl:18])=[CH:9][C:10]([C:14]([F:16])([F:15])[F:17])=[CH:11][C:12]=2[Cl:13])[C:2]=1[NH2:1])(=[O:30])[CH3:22]. Procedure: To a solution of 5-amino-3-cyano-1-(2,6-dichloro-4-trifluoromethylphenyl)-4-ethynylpyrazole (0.345 g) in acetonitrile (5 ml) was added p-toluenesulphonic acid (0.5 g) and the mixture was stirred at room temperature for 2 hours and then poured into water (100 ml) and ether (100 ml). The organic layer was separated, washed with saturated aqueous sodium hydrogen carbonate solution (50 ml), brine (50 ml), dried (Na2SO4) and evaporated. The residue was purified by column chromatography on silica gel ... Reactants: CC=1NC=CN1 (2-methylimidazole), ClC=1N=C(C2=C(N1)SC(=C2)CC)NCCC2=CC1=C(C=C2)OCO1 (2-chloro-6-ethyl-4-(3,4-methylenedioxyphenethylamino)-thieno-[2,3-d]-pyrimidine). The product is CC=1N(C=CN1)C=1N=C(C2=C(N1)SC(=C2)CC)NCCC2=CC1=C(C=C2)OCO1 (2-(2-methylimidazol-1-yl)-6-ethyl-4-(3,4-methylenedioxyphenethylamino)-thieno-[2,3-d]-pyrimidine). RXN SMILES: [CH3:1][C:2]1[NH:3][CH:4]=[CH:5][N:6]=1.Cl[C:8]1[N:9]=[C:10]([NH:19][CH2:20][CH2:21][C:22]2[CH:27]=[CH:26][C:25]3[O:28][CH2:29][O:30][C:24]=3[CH:23]=2)[C:11]2[CH:16]=[C:15]([CH2:17][CH3:18])[S:14][C:12]=2[N:13]=1>>[CH3:1][C:2]1[N:3]([C:8]2[N:9]=[C:10]([NH:19][CH2:20][CH2:21][C:22]3[CH:27]=[CH:26][C:25]4[O:28][CH2:29][O:30][C:24]=4[CH:23]=3)[C:11]3[CH:16]=[C:15]([CH2:17][CH3:18])[S:14][C:12]=3[N:13]=2)[CH:4]=[CH:5][N:6]=1. Procedure details: Following the procedure of Example 97, the reaction of 2-methylimidazole with 2-chloro-6-ethyl-4-(3,4-methylenedioxyphenethylamino)-thieno-[2,3-d]-pyrimidine gives 2-(2-methylimidazol-1-yl)-6-ethyl-4-(3,4-methylenedioxyphenethylamino)-thieno-[2,3-d]-pyrimidine.